This data is from the Open Reaction Database (ORD), a public repository of structured organic reaction records. The task is: describe an organic reaction: reactants, conditions, products, and yield The reactants are ICCCCI (1,4-diiodobutane), N1C(CC2=CC=CC=C12)=O (oxindole), C(CCC)[Li] (n-butyllithium), O (water), N,N,N,N′N′-tetramethylethylenediamine. Solvent: C1CCOC1 (THF), C1CCOC1 (THF). Run at time 14 hour. The product is N1C(C2(C3=CC=CC=C13)CCCC2)=O (Spiro[cyclopentane-1,3′-[3H]indol]-2′(1′H)-one). Isolated yield 50.0%. As a reaction SMILES: [NH:1]1[C:9]2[C:4](=[CH:5][CH:6]=[CH:7][CH:8]=2)[CH2:3][C:2]1=[O:10].[CH2:11]([Li])[CH2:12][CH2:13][CH3:14].ICCCCI.O>C1COCC1>[NH:1]1[C:9]2[C:4](=[CH:5][CH:6]=[CH:7][CH:8]=2)[C:3]2([CH2:14][CH2:13][CH2:12][CH2:11]2)[C:2]1=[O:10]. Reported procedure: To a −25° C. solution of oxindole (2.0 g, 15.0 mmol) in 40 (cm3) of anhydrous THF under N2 was added n-butyllithium (1.6 M in hexanes, 19.7 cm3, 31.5 mmol) drop-wise. To the resulting milky solution was added N,N,N,N′N′-tetramethylethylenediamine (4.75 cm3, 31.5 mmol). After 30 min. a solution of 1,4-diiodobutane (21.9 g, 70.6 mmol) in THF (3 cm3) was added and the reaction mixture was allowed to warm to RT and stirred for 14 h. The reaction mixture was poured into water, extracted with EtOAc (×... Reactants: CCO, CN, CC(C)(C)c1ccc(NC(=O)Nc2ccc(Oc3cc(Cl)ncn3)cc2)cc1. The product is CNc1cc(Oc2ccc(NC(=O)Nc3ccc(C(C)(C)C)cc3)cc2)ncn1. As a reaction SMILES: [CH2:29]([OH:30])[CH3:31].[CH3:32][NH2:33].[Cl:1][c:2]1[n:3][cH:4][n:5][c:6]([O:8][c:9]2[cH:10][cH:11][c:12]([NH:15][C:16](=[O:17])[NH:18][c:19]3[cH:20][cH:21][c:22]([C:25]([CH3:26])([CH3:27])[CH3:28])[cH:23][cH:24]3)[cH:13][cH:14]2)[cH:7]1>>[c:2]1([NH:33][CH3:32])[n:3][cH:4][n:5][c:6]([O:8][c:9]2[cH:10][cH:11][c:12]([NH:15][C:16](=[O:17])[NH:18][c:19]3[cH:20][cH:21][c:22]([C:25]([CH3:26])([CH3:27])[CH3:28])[cH:23][cH:24]3)[cH:13][cH:14]2)[cH:7]1.